This data is from the Open Reaction Database (ORD), a public repository of structured organic reaction records. The task is: describe an organic reaction: reactants, conditions, products, and yield The reactants are C(C)(C)(C)OC(=O)[C@H](C)NC(=NC1=NC=NC2=CC(=C(C=C12)OC)OCCN1CCCC1)NC1=C(C=CC=C1C)C (N-[(S)-1-tert-butoxycarbonylethyl]-N′-(2,6-dimethylphenyl)-N″-[6-methoxy-7-(2-pyrrolidin-1ylethoxy)quinazolin-4-yl]guanidine), FC(C(=O)O)(F)F (trifluoroacetic acid). The product is C(=O)(O)[C@H](C)NC(=NC1=NC=NC2=CC(=C(C=C12)OC)OCCN1CCCC1)NC1=C(C=CC=C1C)C (N-[(S)-1-carboxyethyl]-N′-(2,6-dimethylphenyl)-N″-[6-methoxy-7-(2-pyrrolidin-1-ylethoxy) quinazolin-4-yl]guanidine). Isolated yield 68.0%. As a reaction SMILES: C([O:5][C:6]([C@@H:8]([NH:10][C:11]([NH:33][C:34]1[C:39]([CH3:40])=[CH:38][CH:37]=[CH:36][C:35]=1[CH3:41])=[N:12][C:13]1[C:22]2[C:17](=[CH:18][C:19]([O:25][CH2:26][CH2:27][N:28]3[CH2:32][CH2:31][CH2:30][CH2:29]3)=[C:20]([O:23][CH3:24])[CH:21]=2)[N:16]=[CH:15][N:14]=1)[CH3:9])=[O:7])(C)(C)C.FC(F)(F)C(O)=O>>[C:6]([C@@H:8]([NH:10][C:11]([NH:33][C:34]1[C:39]([CH3:40])=[CH:38][CH:37]=[CH:36][C:35]=1[CH3:41])=[N:12][C:13]1[C:22]2[C:17](=[CH:18][C:19]([O:25][CH2:26][CH2:27][N:28]3[CH2:32][CH2:31][CH2:30][CH2:29]3)=[C:20]([O:23][CH3:24])[CH:21]=2)[N:16]=[CH:15][N:14]=1)[CH3:9])([OH:7])=[O:5]. Reported procedure: Using an analogous procedure to that described in Example 4, N-[(S)-1-tert-butoxycarbonylethyl]-N′-(2,6-dimethylphenyl)-N″-[6-methoxy-7-(2-pyrrolidin-1ylethoxy)quinazolin-4-yl]guanidine was reacted with trifluoroacetic acid to give the title compound in 68% yield; NMR Spectrum: (DMSOd6, 100° C.) 1.47 (d, 3H), 1.75 (m, 4H), 2.33 (s, 6H), 2.67 (m, 4H), 2.93 (t, 2H), 3.88 (s, 3H), 4.28 (t, 2H), 4.58 (q, 1H), 7.13 (s, 1H), 7.19 (s, 3H), 7.75 (s, 1H), 8.48 (s, 1H),11.5 (br s, 1H); Mass Spectrum: M+H+... Starting materials: ClC1=CC(=NC=2N1N=C(N2)S(=O)(=O)Cl)C (7-chloro-2-chlorosulfonyl-5-methyl-s-triazolo[1,5-a]pyrimidine), C(C)O.[O-]CC.[Na+] (sodium ethoxide ethanol). Product: ClC1=CC(=NC=2N1N=C(N2)S(=O)(=O)OCC)C (7-chloro-2-ethoxysulfonyl-5-methyl-s-triazolo[1,5-a]pyrimidine). RXN SMILES: [Cl:1][C:2]1[N:7]2[N:8]=[C:9]([S:11](Cl)(=[O:13])=[O:12])[N:10]=[C:6]2[N:5]=[C:4]([CH3:15])[CH:3]=1.[CH2:16]([OH:18])[CH3:17].[O-]CC.[Na+]>>[Cl:1][C:2]1[N:7]2[N:8]=[C:9]([S:11]([O:18][CH2:16][CH3:17])(=[O:13])=[O:12])[N:10]=[C:6]2[N:5]=[C:4]([CH3:15])[CH:3]=1 |f:1.2.3|. Reported procedure: To a suspension of the product obtained in Step 2 (3.5 g) was dropwise added 8.6 ml of 1M sodium ethoxide ethanol solution with vigorous stirring under ice cooling over a period of ten minutes. The mixture was stirred at room temperature for one hour, and the resulting yellow solution was concentrated under reduced pressure. The remaining yellow oil was shaken with 100 ml of chloroform and 50 ml of water. The chloroform layer was separated and the aqueous layer was again extracted with 100 ml of... Reactants: [BH4-], CO, COc1ccc(O)c(CC=Cc2ccccc2C=O)c1, [Na+]. Product: COc1ccc(O)c(CC=Cc2ccccc2CO)c1. As a reaction SMILES: [BH4-:1].[CH3:23][OH:24].[CH:3](=[O:4])[c:5]1[c:6]([CH:7]=[CH:8][CH2:9][c:10]2[c:11]([OH:18])[cH:12][cH:13][c:14]([O:16][CH3:17])[cH:15]2)[cH:19][cH:20][cH:21][cH:22]1.[Na+:2]>>[CH2:3]([OH:4])[c:5]1[c:6]([CH:7]=[CH:8][CH2:9][c:10]2[c:11]([OH:18])[cH:12][cH:13][c:14]([O:16][CH3:17])[cH:15]2)[cH:19][cH:20][cH:21][cH:22]1. Reactants: C(C)OCC (diethyl ether), C(C)N1C(=O)N(C=2N=CN(C2C1=O)CCCCC=C)CC (1,3-diethyl-7-(5-hexenyl)xanthine), C(C)OCC (diethyl ether). The reagents and catalysts are [Os](=O)(=O)(=O)=O (osmium tetroxide), [Os](=O)(=O)(=O)=O (osmium tetroxide). Yields the product C(C)N1C(=O)N(C=2N=CN(C2C1=O)CCCCC1CO1)CC (1,3-diethyl-7-(5,6-epoxyhexyl)xanthine). As a reaction SMILES: [CH2:1]([N:3]1[C:12](=[O:13])[C:11]2[N:10]([CH2:14][CH2:15][CH2:16][CH2:17][CH:18]=[CH2:19])[CH:9]=[N:8][C:7]=2[N:6]([CH2:20][CH3:21])[C:4]1=[O:5])[CH3:2].C([O:24]CC)C>[Os](=O)(=O)(=O)=O>[CH2:1]([N:3]1[C:12](=[O:13])[C:11]2[N:10]([CH2:14][CH2:15][CH2:16][CH2:17][CH:18]3[O:24][CH2:19]3)[CH:9]=[N:8][C:7]=2[N:6]([CH2:20][CH3:21])[C:4]1=[O:5])[CH3:2]. Procedure details: The same compound was also obtained by hydroxylation of 1,3-diethyl-7-(5-hexenyl)xanthine ##STR19## with osmium tetroxide: 0.73 g of 1,3-diethyl-7-(5-hexenyl)xanthine in 11 ml of diethyl ether was added dropwise with stirring in 5 minutes to 0.65 g of osmium tetroxide in 11 ml of diethyl ether at room temperature. Reactants: ClC=1SC(=C(C1C(=O)N[C@@H](C)C1=CC=C(C(=O)OC)C=C1)C(OC1OCCCC1)C1=CC(=CC=C1)Cl)Cl (methyl 4-{(1S)-1-[({2,5-dichloro-4-[(3-chlorophenyl)(tetrahydro-2H-pyran-2-yloxy)methyl]-3-thienyl}carbonyl)amino]ethyl}benzoate), NH4OAc, Cl (HCl). Yields the product ClC=1SC(=C(C1C(=O)N[C@@H](C)C1=CC=C(C(=O)O)C=C1)C(OC1OCCCC1)C1=CC(=CC=C1)Cl)Cl (4-{(1S)-1-[({2,5-dichloro-4-[(3-chlorophenyl)(tetrahydro-2H-pyran-2-yloxy)methyl]-3-thienyl}carbonyl)amino]ethyl}benzoic acid). RXN SMILES: [Cl:1][C:2]1[S:3][C:4]([Cl:37])=[C:5]([CH:22]([C:30]2[CH:35]=[CH:34][CH:33]=[C:32]([Cl:36])[CH:31]=2)[O:23][CH:24]2[CH2:29][CH2:28][CH2:27][CH2:26][O:25]2)[C:6]=1[C:7]([NH:9][C@H:10]([C:12]1[CH:21]=[CH:20][C:15]([C:16]([O:18]C)=[O:17])=[CH:14][CH:13]=1)[CH3:11])=[O:8].Cl>>[Cl:1][C:2]1[S:3][C:4]([Cl:37])=[C:5]([CH:22]([C:30]2[CH:35]=[CH:34][CH:33]=[C:32]([Cl:36])[CH:31]=2)[O:23][CH:24]2[CH2:29][CH2:28][CH2:27][CH2:26][O:25]2)[C:6]=1[C:7]([NH:9][C@H:10]([C:12]1[CH:21]=[CH:20][C:15]([C:16]([OH:18])=[O:17])=[CH:14][CH:13]=1)[CH3:11])=[O:8]. Reported procedure: Methyl 4-{(1S)-1-[({2,5-dichloro-4-[(3-chlorophenyl)(tetrahydro-2H-pyran-2-yloxy)methyl]-3-thienyl}carbonyl)amino]ethyl}benzoate from Example 8, Step 4 (21.3 mg, 0.0365 mmol) was reacted under conditions similar to Example 1, Step 11. The reaction mixture was neutralized with 25% aq. NH4OAc (instead of an acidification with 1N HCl). The desired product was obtained as a white foam and was used without further purification. MS (−APCI): m/z 566 (M−1)− Reactants: FC(C(=O)C1=CN=C2N1C(=CC=C2)SCCCCN2C(SCC2=O)=O)(F)F (3-[4-(3-trifluoroacetylimidazo[1,2-a]pyridin-5-ylthio)butyl]thiazolidine-2,4-dione), C(CCC)=O (n-butyraldehyde), N1CCCCC1 (piperidine). The solvent is C(C)O (ethanol). Yields the product C(CCC)=C1C(N(C(S1)=O)CCCCSC1=CC=CC=2N1C(=CN2)C(C(F)(F)F)=O)=O (5-butylidene-3-[4-(3-trifluoroacetylimidazo[1,2-a]pyridin-5-ylthio)butyl]thiazolidine-2,4-dione). Reaction SMILES: [F:1][C:2]([F:27])([F:26])[C:3]([C:5]1[N:9]2[C:10]([S:14][CH2:15][CH2:16][CH2:17][CH2:18][N:19]3[C:23](=[O:24])[CH2:22][S:21][C:20]3=[O:25])=[CH:11][CH:12]=[CH:13][C:8]2=[N:7][CH:6]=1)=[O:4].[CH:28](=O)[CH2:29][CH2:30][CH3:31].N1CCCCC1>C(O)C>[CH:28](=[C:22]1[S:21][C:20](=[O:25])[N:19]([CH2:18][CH2:17][CH2:16][CH2:15][S:14][C:10]2[N:9]3[C:5]([C:3](=[O:4])[C:2]([F:26])([F:1])[F:27])=[CH:6][N:7]=[C:8]3[CH:13]=[CH:12][CH:11]=2)[C:23]1=[O:24])[CH2:29][CH2:30][CH3:31]. Reported procedure: To a solution of 250 mg (0.6 mmol) of 3-[4-(3-trifluoroacetylimidazo[1,2-a]pyridin-5-ylthio)butyl]thiazolidine-2,4-dione and 54 μl (0.6 mmol) of n-butyraldehyde in 5 ml of ethanol, 6 μl (0.06 mmol) of piperidine was added, followed by refluxing for 1 hour. After the reaction mixture was cooled, the solvent was distilled off. The residue was dissolved in chloroform, washed with saturated aqueous sodium hydrogen carbonate and dried, after which the solvent was distilled off. The residue was purifi... The reactants are O (water), aqueous solution, OOS(=O)[O-].[K+] (oxone), C(C)(C)OC1=CC(=C2C(C=C(OC2=C1)C)=S)OC (7-isopropoxy-5-methoxy-2-methylthiochromone), CO (methanol). Conditions: time 30 minute. The product is C(C)(C)OC1=CC(=C2C(C=C(OC2=C1)S(=O)C)=O)OC (7-isopropoxy-5-methoxy-2-methylsulfinylchromone). RXN SMILES: OO[S:3]([O-:5])=O.[K+].[CH:7]([O:10][C:11]1[CH:20]=[C:19]2[C:14]([C:15](=S)[CH:16]=[C:17](C)[O:18]2)=[C:13]([O:23][CH3:24])[CH:12]=1)([CH3:9])[CH3:8].[OH2:25].[CH3:26]O>>[CH:7]([O:10][C:11]1[CH:20]=[C:19]2[C:14]([C:15](=[O:25])[CH:16]=[C:17]([S:3]([CH3:26])=[O:5])[O:18]2)=[C:13]([O:23][CH3:24])[CH:12]=1)([CH3:9])[CH3:8] |f:0.1|. Reported procedure: 2 ml aqueous solution of 347 mg oxone (0.564 mmol) was added dropwise to 4 ml of 158 mg of 7-isopropoxy-5-methoxy-2-methylthiochromone (0.564 mmol) in methanol, and the mixture was stirred for 30 min. After addition of water, the reaction solution was extracted twice with ethyl acetate, and the organic layer washed with saturated NaCl water and dried over sodium sulfate anhydride. The solvent was then distilled off under reduced pressure, thus giving 147 mg of 7-isopropoxy-5-methoxy-2-methylsulf... Starting materials: O=C([O-])[O-], CC(C)(C)c1ccc(CBr)cc1, CC#N, CCOC(C)=O, CC(C)[Si](Oc1c(F)cc(CC(C=Cc2ccccc2O)CCc2ccc(C#N)cc2)cc1F)(C(C)C)C(C)C, [K+], [K+]. Product: CC(C)[Si](Oc1c(F)cc(CC(C=Cc2ccccc2OCc2ccc(C(C)(C)C)cc2)CCc2ccc(C#N)cc2)cc1F)(C(C)C)C(C)C. Reaction SMILES: [C:41](=[O:42])([O-:43])[O-:44].[C:47]([CH3:48])([CH3:49])([CH3:50])[c:51]1[cH:52][cH:53][c:54]([CH2:55][Br:56])[cH:57][cH:58]1.[CH3:59][C:60]#[N:61].[CH3:62][CH2:63][O:64][C:65](=[O:66])[CH3:67].[F:1][c:2]1[cH:3][c:4]([CH2:5][CH:6]([CH2:7][CH2:8][c:9]2[cH:10][cH:11][c:12]([C:13]#[N:14])[cH:15][cH:16]2)[CH:17]=[CH:18][c:19]2[c:20]([OH:25])[cH:21][cH:22][cH:23][cH:24]2)[cH:26][c:27]([F:40])[c:28]1[O:29][Si:30]([CH:31]([CH3:32])[CH3:33])([CH:34]([CH3:35])[CH3:36])[CH:37]([CH3:38])[CH3:39].[K+:45].[K+:46]>>[F:1][c:2]1[cH:3][c:4]([CH2:5][CH:6]([CH2:7][CH2:8][c:9]2[cH:10][cH:11][c:12]([C:13]#[N:14])[cH:15][cH:16]2)[CH:17]=[CH:18][c:19]2[c:20]([O:25][CH2:55][c:54]3[cH:53][cH:52][c:51]([C:47]([CH3:48])([CH3:49])[CH3:50])[cH:58][cH:57]3)[cH:21][cH:22][cH:23][cH:24]2)[cH:26][c:27]([F:40])[c:28]1[O:29][Si:30]([CH:31]([CH3:32])[CH3:33])([CH:34]([CH3:35])[CH3:36])[CH:37]([CH3:38])[CH3:39]. The reactants are CCOC(=O)C(C)(C)Br, Oc1cccc(Br)c1, [K+], [K+], O=C([O-])[O-]. Yields the product CCOC(=O)C(C)(C)Oc1cccc(Br)c1. RXN SMILES: [Br:15][C:16]([C:17](=[O:18])[O:19][CH2:20][CH3:21])([CH3:22])[CH3:23].[Br:1][c:2]1[cH:3][c:4]([OH:8])[cH:5][cH:6][cH:7]1.[K+:10].[K+:9].[O-:11][C:12]([O-:13])=[O:14]>>[Br:1][c:2]1[cH:3][c:4]([O:8][C:16]([C:17](=[O:18])[O:19][CH2:20][CH3:21])([CH3:22])[CH3:23])[cH:5][cH:6][cH:7]1. The reactants are C(CCC)C1=C(C(N(C=2N1N=CN2)C2CCC1(OCCO1)CC2)=O)CC2=CC=C(C=C2)C=2C(=CC=CC2)C#N (4′-{[7-butyl-4-(1,4-dioxaspiro[4.5]dec-8-yl)-5-oxo-4,5-dihydro[1,2,4]triazolo[1,5-a]pyrimidin-6-yl]methyl}biphenyl-2-carbonitrile), Cl (hydrochloric acid), O1CCCC1 (tetrahydrofuran), [BH4-].[Na+] (sodium borohydride). The solvent is C(C)(=O)OCC (ethyl acetate), CO (methanol). Reaction conditions: temperature 40 celsius, time 3 hour. The product is C(CCC)C1=C(C(N(C=2N1N=CN2)C2CCC(CC2)O)=O)CC2=CC=C(C=C2)C=2C(=CC=CC2)C#N (4′-{[7-butyl-4-(4-hydroxycyclohexyl)-5-oxo-4,5-dihydro[1,2,4]triazolo[1,5-a]pyrimidin-6-yl]methyl}biphenyl-2-carbonitrile). Isolated yield 99.1%. RXN SMILES: [CH2:1]([C:5]1[N:10]2[N:11]=[CH:12][N:13]=[C:9]2[N:8]([CH:14]2[CH2:23][CH2:22][C:17]3(OCC[O:18]3)[CH2:16][CH2:15]2)[C:7](=[O:24])[C:6]=1[CH2:25][C:26]1[CH:31]=[CH:30][C:29]([C:32]2[C:33]([C:38]#[N:39])=[CH:34][CH:35]=[CH:36][CH:37]=2)=[CH:28][CH:27]=1)[CH2:2][CH2:3][CH3:4].Cl.O1CCCC1.[BH4-].[Na+]>C(OCC)(=O)C.CO>[CH2:1]([C:5]1[N:10]2[N:11]=[CH:12][N:13]=[C:9]2[N:8]([CH:14]2[CH2:23][CH2:22][CH:17]([OH:18])[CH2:16][CH2:15]2)[C:7](=[O:24])[C:6]=1[CH2:25][C:26]1[CH:31]=[CH:30][C:29]([C:32]2[C:33]([C:38]#[N:39])=[CH:34][CH:35]=[CH:36][CH:37]=2)=[CH:28][CH:27]=1)[CH2:2][CH2:3][CH3:4] |f:3.4|. Reported procedure: A mixture of 4′-{[7-butyl-4-(1,4-dioxaspiro[4.5]dec-8-yl)-5-oxo-4,5-dihydro[1,2,4]triazolo[1,5-a]pyrimidin-6-yl]methyl}biphenyl-2-carbonitrile (0.34 g), 6N hydrochloric acid (2 mL) and tetrahydrofuran (10 mL) was stirred at 40° C. for 3 hr. The reaction mixture was diluted with ethyl acetate, washed with saturated brine, and dried over anhydrous magnesium sulfate. The solvent was evaporated under reduced pressure. The residue obtained by silica gel column chromatography was dissolved in methanol...